From a dataset of the Open Reaction Database (ORD), a public repository of structured organic reaction records. describe an organic reaction: reactants, conditions, products, and yield The reactants are CC(=O)[O-], CC(=O)O, CCOC(C)=O, [Na+], O, O=C1CSC(=S)N1, O=Cc1c(-c2ccccc2)nn2ccccc12. The product is O=C1NC(=S)SC1=Cc1c(-c2ccccc2)nn2ccccc12. RXN SMILES: [CH3:26][C:27](=[O:28])[O-:29].[CH3:30][C:31](=[O:32])[OH:33].[CH3:34][CH2:35][O:36][C:37](=[O:38])[CH3:39].[Na+:25].[OH2:40].[S:18]1[C:19](=[S:20])[NH:21][C:22](=[O:23])[CH2:24]1.[c:1]1(-[c:7]2[n:8][n:9]3[c:10]([cH:11][cH:12][cH:13][cH:14]3)[c:15]2[CH:16]=[O:17])[cH:2][cH:3][cH:4][cH:5][cH:6]1>>[c:1]1(-[c:7]2[n:8][n:9]3[c:10]([cH:11][cH:12][cH:13][cH:14]3)[c:15]2[CH:16]=[C:24]2[S:18][C:19](=[S:20])[NH:21][C:22]2=[O:23])[cH:2][cH:3][cH:4][cH:5][cH:6]1. The reactants are S1C=C(C=C1)C(=O)O (3-thiophenecarboxylic acid), C(C)NCC(C(F)(F)F)(O)CNC1=C2C=NN(C2=CC(=C1)C)C1=CC=CC=C1 (3-(ethylamino)-1,1,1-trifluoro-2-{[(6-methyl-1-phenyl-1H-indazol-4-yl)amino]methyl}-2-propanol). Yields the product C(C)N(C(=O)C1=CSC=C1)CC(C(F)(F)F)(CNC1=C2C=NN(C2=CC(=C1)C)C1=CC=CC=C1)O (N-Ethyl-N-(3,3,3-trifluoro-2-hydroxy-2-{[(6-methyl-1-phenyl-1H-indazol-4-yl)amino]methyl}propyl)-3-thiophenecarboxamide). RXN SMILES: [S:1]1[CH:5]=[CH:4][C:3]([C:6]([OH:8])=O)=[CH:2]1.[CH2:9]([NH:11][CH2:12][C:13]([CH2:19][NH:20][C:21]1[CH:29]=[C:28]([CH3:30])[CH:27]=[C:26]2[C:22]=1[CH:23]=[N:24][N:25]2[C:31]1[CH:36]=[CH:35][CH:34]=[CH:33][CH:32]=1)([OH:18])[C:14]([F:17])([F:16])[F:15])[CH3:10]>>[CH2:9]([N:11]([CH2:12][C:13]([OH:18])([CH2:19][NH:20][C:21]1[CH:29]=[C:28]([CH3:30])[CH:27]=[C:26]2[C:22]=1[CH:23]=[N:24][N:25]2[C:31]1[CH:36]=[CH:35][CH:34]=[CH:33][CH:32]=1)[C:14]([F:17])([F:16])[F:15])[C:6]([C:3]1[CH:4]=[CH:5][S:1][CH:2]=1)=[O:8])[CH3:10]. Procedure: Prepared similarly to Example 11 from 3-thiophenecarboxylic acid and 3-(ethylamino)-1,1,1-trifluoro-2-{[(6-methyl-1-phenyl-1H-indazol-4-yl)amino]methyl}-2-propanol. The reactants are CN(C)C1CCN(C(=O)c2cc3nccc(Cl)c3s2)C1, ClC(Cl)Cl, O=[N+]([O-])c1ccc(O)c(F)c1, [K+], [K+], O=C([O-])[O-]. Product: CN(C)C1CCN(C(=O)c2cc3nccc(Oc4ccc([N+](=O)[O-])cc4F)c3s2)C1. As a reaction SMILES: [Cl:1][c:2]1[c:3]2[c:4]([n:5][cH:6][cH:7]1)[cH:8][c:9]([C:11](=[O:12])[N:13]1[CH2:14][CH:15]([N:18]([CH3:19])[CH3:20])[CH2:16][CH2:17]1)[s:10]2.[Cl:38][CH:39]([Cl:40])[Cl:41].[F:21][c:22]1[c:23]([OH:31])[cH:24][cH:25][c:26]([N+:28](=[O:29])[O-:30])[cH:27]1.[K+:32].[K+:33].[O-:34][C:35]([O-:36])=[O:37]>>[c:2]1([O:31][c:23]2[c:22]([F:21])[cH:27][c:26]([N+:28](=[O:29])[O-:30])[cH:25][cH:24]2)[c:3]2[c:4]([n:5][cH:6][cH:7]1)[cH:8][c:9]([C:11](=[O:12])[N:13]1[CH2:14][CH:15]([N:18]([CH3:19])[CH3:20])[CH2:16][CH2:17]1)[s:10]2. Starting materials: O=C([O-])O, Cc1ccccc1, CCO, N#Cc1nn(-c2c(Cl)cc(C(F)(F)F)cc2Cl)c(N)c1I, [Na+], O, OB(O)c1ccc(F)cc1, c1ccc(P(c2ccccc2)(c2ccccc2)[Pd](P(c2ccccc2)(c2ccccc2)c2ccccc2)(P(c2ccccc2)(c2ccccc2)c2ccccc2)P(c2ccccc2)(c2ccccc2)c2ccccc2)cc1. Yields the product N#Cc1nn(-c2c(Cl)cc(C(F)(F)F)cc2Cl)c(N)c1-c1ccc(F)cc1. Reaction SMILES: [C:22](=[O:23])([O-:24])[OH:25].[CH3:38][c:39]1[cH:40][cH:41][cH:42][cH:43][cH:44]1.[CH3:45][CH2:46][OH:47].[NH2:1][c:2]1[c:3]([I:21])[c:4]([C:19]#[N:20])[n:5][n:6]1-[c:7]1[c:8]([Cl:18])[cH:9][c:10]([C:14]([F:15])([F:16])[F:17])[cH:11][c:12]1[Cl:13].[Na+:26].[OH2:37].[OH:27][B:28]([OH:29])[c:30]1[cH:31][cH:32][c:33]([F:34])[cH:35][cH:36]1.[cH:48]1[cH:49][cH:50][c:51]([P:52]([Pd:53]([P:54]([c:55]2[cH:56][cH:57][cH:58][cH:59][cH:60]2)([c:61]2[cH:62][cH:63][cH:64][cH:65][cH:66]2)[c:67]2[cH:68][cH:69][cH:70][cH:71][cH:72]2)([P:73]([c:74]2[cH:75][cH:76][cH:77][cH:78][cH:79]2)([c:80]2[cH:81][cH:82][cH:83][cH:84][cH:85]2)[c:86]2[cH:87][cH:88][cH:89][cH:90][cH:91]2)[P:92]([c:93]2[cH:94][cH:95][cH:96][cH:97][cH:98]2)([c:99]2[cH:100][cH:101][cH:102][cH:103][cH:104]2)[c:105]2[cH:106][cH:107][cH:108][cH:109][cH:110]2)([c:111]2[cH:112][cH:113][cH:114][cH:115][cH:116]2)[c:117]2[cH:118][cH:119][cH:120][cH:121][cH:122]2)[cH:123][cH:124]1>>[NH2:1][c:2]1[c:3](-[c:30]2[cH:31][cH:32][c:33]([F:34])[cH:35][cH:36]2)[c:4]([C:19]#[N:20])[n:5][n:6]1-[c:7]1[c:8]([Cl:18])[cH:9][c:10]([C:14]([F:15])([F:16])[F:17])[cH:11][c:12]1[Cl:13]. Reactants: ClN1C(CCC1=O)=O (N-Chlorosuccinimide), OCC1=NC=CC(=C1)N(CCO)C (2-[(2-hydroxymethyl-pyridin-4-yl)-methyl-amino]-ethanol), crude product. Solvent: C(C)(=O)O (acetic acid). Product: ClC=1C(=NC=CC1N(CCO)C)CO (2-[(3-Chloro-2-hydroxymethyl-pyridin-4-yl)-methyl-amino]-ethanol). Reaction SMILES: [Cl:1]N1C(=O)CCC1=O.[OH:9][CH2:10][C:11]1[CH:16]=[C:15]([N:17]([CH3:21])[CH2:18][CH2:19][OH:20])[CH:14]=[CH:13][N:12]=1>C(O)(=O)C>[Cl:1][C:16]1[C:11]([CH2:10][OH:9])=[N:12][CH:13]=[CH:14][C:15]=1[N:17]([CH3:21])[CH2:18][CH2:19][OH:20]. Reported procedure: N-Chlorosuccinimide (25 g, 187 mmol) is added in 5 portions to a solution of 2-[(2-hydroxymethyl-pyridin-4-yl)-methyl-amino]-ethanol (30 g of the crude product isolated in step a), 140 mmol) in acetic acid (170 ml) over a period of 3 h. Stirring is continued for I h and the solvent is evaporated in vacuo. The residue is treated with 6N sodium hydroxide solution and extracted with ethyl acetate. The combined organic extracts are washed with water, dried over magnesium sulfate and evaporated in va... The reactants are COC(C1=CC(=CC(=C1)OC)C1CC1)=O (3-cyclopropyl-5-methoxy-benzoic acid methyl ester), [OH-].[Na+] (NaOH), ice AcOEt HCl. The solvent is C1CCOC1.C(C)O (THF ethanol). Conditions: time 1.5 hour. Yields the product C1(CC1)C=1C=C(C(=O)O)C=C(C1)OC (3-Cyclopropyl-5-methoxy-benzoic acid). The yield is 98.2%. As a reaction SMILES: C[O:2][C:3](=[O:15])[C:4]1[CH:9]=[C:8]([O:10][CH3:11])[CH:7]=[C:6]([CH:12]2[CH2:14][CH2:13]2)[CH:5]=1.[OH-].[Na+]>C1COCC1.C(O)C>[CH:12]1([C:6]2[CH:5]=[C:4]([CH:9]=[C:8]([O:10][CH3:11])[CH:7]=2)[C:3]([OH:15])=[O:2])[CH2:13][CH2:14]1 |f:1.2,3.4|. Procedure: The above prepared 3-cyclopropyl-5-methoxy-benzoic acid methyl ester (0.221 g, 1.07 mmol) was dissolved in 3.6 ml of THF/ethanol=1/1 and treated with 1.79 ml of aq. NaOH (3M, 5 eq.). The mixture was stirred for 1.5 h at ambient temperature and was then poured onto crashed ice/AcOEt/HCl dil.; the organic layer was washed with water, dried over sodium sulfate, and evaporated to dryness to leave 0.202 g of the title compound as white solid. The reactants are CS(C)=O, O=C(Nc1nccs1)Oc1ccccc1, Nc1ccc(Oc2ncnc3[nH]c(-c4ccccn4)cc23)cc1. The product is O=C(Nc1ccc(Oc2ncnc3[nH]c(-c4ccccn4)cc23)cc1)Nc1nccs1. Reaction SMILES: [CH3:39][S:40]([CH3:41])=[O:42].[c:24]1([O:30][C:31](=[O:25])[NH:32][c:33]2[s:34][cH:35][cH:36][n:37]2)[cH:26][cH:27][cH:28][cH:29][cH:38]1.[n:1]1[c:2](-[c:7]2[cH:8][c:9]3[c:10]([n:11][cH:12][n:13][c:14]3[O:15][c:16]3[cH:17][cH:18][c:19]([NH2:22])[cH:20][cH:21]3)[nH:23]2)[cH:3][cH:4][cH:5][cH:6]1>>[n:1]1[c:2](-[c:7]2[cH:8][c:9]3[c:10]([n:11][cH:12][n:13][c:14]3[O:15][c:16]3[cH:17][cH:18][c:19]([NH:22][C:31](=[O:30])[NH:32][c:33]4[s:34][cH:35][cH:36][n:37]4)[cH:20][cH:21]3)[nH:23]2)[cH:3][cH:4][cH:5][cH:6]1. Starting materials: O(C1=CC=CC=C1)C1=CC=C(OC=2C=CCC2)C=C1 (3-(4-phenoxyphenoxy)-cyclopenten-1-ene), O (water), 11, solution, [BH4-].[Na+] (sodium borohydride). Reagents/catalysts: C(C)(=O)[O-].[Hg+2].C(C)(=O)[O-] (mercury(II) acetate). The solvent is O1CCCC1 (tetrahydrofurane), O1CCCC1 (tetrahydrofurane), [OH-].[Na+] (sodium hydroxide), [OH-].[Na+] (sodium hydroxide). Run at time 15 hour. Yields the product O(C1=CC=CC=C1)C1=CC=C(OC2C(CCC2)O)C=C1 (2-(4-phenoxyphenoxy)cyclopentan-1-ol). As a reaction SMILES: [O:1]([C:8]1[CH:19]=[CH:18][C:11]([O:12][C:13]2[CH:14]=[CH:15][CH2:16][CH:17]=2)=[CH:10][CH:9]=1)[C:2]1[CH:7]=[CH:6][CH:5]=[CH:4][CH:3]=1.[OH2:20].[BH4-].[Na+]>O1CCCC1.[OH-].[Na+].C([O-])(=O)C.[Hg+2].C([O-])(=O)C>[O:1]([C:8]1[CH:9]=[CH:10][C:11]([O:12][CH:13]2[CH2:17][CH2:16][CH2:15][CH:14]2[OH:20])=[CH:18][CH:19]=1)[C:2]1[CH:3]=[CH:4][CH:5]=[CH:6][CH:7]=1 |f:2.3,5.6,7.8.9|. Procedure: A solution of 12.6 g of 3-(4-phenoxyphenoxy)-cyclopenten-1-ene in 25 ml of tetrahydrofurane is added dropwise in the course of 1 hour to a mixture of 15.9 g of mercury(II) acetate, 35 ml of water and 50 ml of tetrahydrofurane. The mixture is stirred for about 15 hours at room temperature, then 50 ml of 3 N sodium hydroxide solution are added dropwise in the course of 11/2 hours, followed by the dropwise addition in the course of 1 hour of 50 ml of a 0.5 N solution of sodium borohydride in 3 N so...